This data is from the Open Reaction Database (ORD), a public repository of structured organic reaction records. The task is: describe an organic reaction: reactants, conditions, products, and yield The solvent is CCOC(=O)C (EtOAc), C1CCOC1 (THF), CN(C)C=O (DMF). Yields the product C1(CC1)COCCN(C1=NC=C(C=C1)[N+](=O)[O-])C ((2-cyclopropylmethoxy-ethyl)-methyl-(5-nitro-pyridin-2-yl)-amine). Procedure details: (2-Hydroxy-ethyl)-methyl-(5-nitro-pyridin-2-yl)-amine (98.5 mg, 0.5 mmol) in THF (10 mL) and DMF (2 mL) was stirred with 60% NaH in oil (32 mg, 0.8 mmol) for 1 hr. The mixture was cooled and to this was added bromomethylcyclopropane (0.685 mg, 5 mmol). The reaction mixture was allowed to stir overnight. The mixture was diluted with EtOAc, extracted with H2O and dried over MgSO4. The EtOAc was filtered, evaporated to dryness and used without further purification. Yield: 82 mg. ES-MS calcd for C12... Reaction SMILES: [OH:1][CH2:2][CH2:3][N:4]([CH3:14])[C:5]1[CH:10]=[CH:9][C:8]([N+:11]([O-:13])=[O:12])=[CH:7][N:6]=1.[H-].[Na+].Br[CH2:18][CH:19]1[CH2:21][CH2:20]1>C1COCC1.CN(C=O)C.CCOC(C)=O>[CH:19]1([CH2:18][O:1][CH2:2][CH2:3][N:4]([CH3:14])[C:5]2[CH:10]=[CH:9][C:8]([N+:11]([O-:13])=[O:12])=[CH:7][N:6]=2)[CH2:21][CH2:20]1 |f:1.2|. Reactants: BrCC1CC1 (bromomethylcyclopropane), OCCN(C1=NC=C(C=C1)[N+](=O)[O-])C ((2-Hydroxy-ethyl)-methyl-(5-nitro-pyridin-2-yl)-amine), [H-].[Na+] (NaH), oil. Conditions: time 8 hour. Starting materials: C(C1=CC=CC=C1)OC(=O)NC(C(=O)O)N1N=NC2=C1C=CC=C2 (N-benzyloxycarbonyl-2-(benzotriazol-1-yl)glycine), C(C(=O)Cl)(=O)Cl (oxalyl chloride), N (ammonia), C(C)(=O)C1=C(N)C(=CC=C1)C (2-acetyl-6-methylaniline), CN1CCOCC1 (N-methylmorpholine). The reagents and catalysts are CN(C=O)C (dimethylformamide). Solvent: O1CCCC1 (tetrahydrofuran), O1CCCC1 (tetrahydrofuran). Run at temperature 0 celsius. Product: C(C1=CC=CC=C1)OC(=O)NC1C(NC2=C(C(=N1)C)C=CC=C2C)=O ((3RS)-3-benzyloxycarbonylamino-5,9-dimethyl-2,3-dihydro-1H-1,4-benzodiazepin-2-one). Yield: 63.5%. As a reaction SMILES: [CH2:1]([O:8][C:9]([NH:11][CH:12]([N:16]1C2C=CC=CC=2N=N1)[C:13](O)=[O:14])=[O:10])[C:2]1[CH:7]=[CH:6][CH:5]=[CH:4][CH:3]=1.C(Cl)(=O)C(Cl)=O.[C:31]([C:34]1[CH:40]=[CH:39][CH:38]=[C:37]([CH3:41])[C:35]=1[NH2:36])(=O)[CH3:32].CN1CCOCC1.N>O1CCCC1.CN(C)C=O>[CH2:1]([O:8][C:9]([NH:11][CH:12]1[N:16]=[C:31]([CH3:32])[C:34]2[CH:40]=[CH:39][CH:38]=[C:37]([CH3:41])[C:35]=2[NH:36][C:13]1=[O:14])=[O:10])[C:2]1[CH:3]=[CH:4][CH:5]=[CH:6][CH:7]=1. Procedure: To a solution of N-benzyloxycarbonyl-2-(benzotriazol-1-yl)glycine (14.11 g) in dry tetrahydrofuran (100 ml) were added oxalyl chloride (3.77 ml) and dimethylformamide (3 drops) under stirring at 0° C. in an ice-salt bath under nitrogen stream. After the mixture was stirred under the same conditions for 2 hours, a mixture of 2-acetyl-6-methylaniline (4.30 g) and N-methylmorpholine (8.74 g) in tetrahydrofuran (20 ml) was added dropwise for 20 minutes. After the addition was completed, the mixture ... Starting materials: ClCCN(S(=O)(=O)C=1SC(=CC1)C1=NC(=NC=C1)NCCN1C(NC(C1(C)C)=O)=O)C (N-(2-chloroethyl)-5-(2-(2-(5,5-dimethyl-2,4-dioxoimidazolidin-1-yl)ethylamino)pyrimidin-4-yl)-N-methylthiophene-2-sulfonamide), N1CCCC1 (pyrrolidine), [I-].[Na+] (sodium iodide). The solvent is CN1CCCC1 (N-methyl-pyrrolidine), [Cl-].[Na+].O (brine). The product is CC1(C(NC(N1CCNC1=NC=CC(=N1)C1=CC=C(S1)S(=O)(=O)N(CCN1CCCC1)C)=O)=O)C (5-(2-(2-(5,5-Dimethyl-2,4-dioxoimidazolidin-1-yl)ethylamino)pyrimidin-4-yl)-N-methyl-N-(2-(pyrrolidin-1-yl)ethyl)thiophene-2-sulfonamide), solid. Isolated yield 46.0%. Reaction SMILES: Cl[CH2:2][CH2:3][N:4]([CH3:31])[S:5]([C:8]1[S:9][C:10]([C:13]2[CH:18]=[CH:17][N:16]=[C:15]([NH:19][CH2:20][CH2:21][N:22]3[C:26]([CH3:28])([CH3:27])[C:25](=[O:29])[NH:24][C:23]3=[O:30])[N:14]=2)=[CH:11][CH:12]=1)(=[O:7])=[O:6].[NH:32]1[CH2:36][CH2:35][CH2:34][CH2:33]1.[I-].[Na+]>CN1CCCC1.[Cl-].[Na+].O>[CH3:27][C:26]1([CH3:28])[N:22]([CH2:21][CH2:20][NH:19][C:15]2[N:14]=[C:13]([C:10]3[S:9][C:8]([S:5]([N:4]([CH3:31])[CH2:3][CH2:2][N:32]4[CH2:36][CH2:35][CH2:34][CH2:33]4)(=[O:7])=[O:6])=[CH:12][CH:11]=3)[CH:18]=[CH:17][N:16]=2)[C:23](=[O:30])[NH:24][C:25]1=[O:29] |f:2.3,5.6.7|. Procedure: A mixture of N-(2-chloroethyl)-5-(2-(2-(5,5-dimethyl-2,4-dioxoimidazolidin-1-yl)ethylamino)pyrimidin-4-yl)-N-methylthiophene-2-sulfonamide (200 mg, 0.41 mmol), pyrrolidine (59 mg, 0.82 mmol) and a catalytic amount of sodium iodide in N-methyl-pyrrolidine (5 mL) was heated at 90° C. overnight. After cooling to rt, 50 mL of brine was added and the mixture was extracted with ethyl acetate (3×50 mL). The combined organic layers were washed with brine (3×80 mL), dried over anhydrous sodium sulfate an... The reactants are Crude product, FC(C(=O)O)(F)F (trifluoroacetic acid), amide nitrogen, N-(t-Boc)-4-Methoxy-2-methylaniline, C1CCOC1 (THF), C(C)(CC)[Li] (sec-butyllithium), C(C)(CC)[Li] (sec-butyllithium), CON(C(CCC)=O)C (N-methoxy-N-methylbutanamide), C1CCOC1 (THF). Run in ClCCl (dichloromethane), ( g ). Run at temperature -40 celsius, time 48 hour. Yields the product COC=1C=C2C=C(NC2=CC1)CCC (5-methoxy-2-propylindole). Yield: 68.0%. Reaction SMILES: [CH:1]([Li])([CH2:3]C)[CH3:2].CO[N:8]([CH3:14])[C:9](=O)[CH2:10][CH2:11][CH3:12].FC(F)(F)C(O)=O.[CH2:22]1[CH2:26][O:25][CH2:24][CH2:23]1>ClCCl>[CH3:24][O:25][C:26]1[CH:12]=[C:11]2[C:14](=[CH:23][CH:22]=1)[NH:8][C:9]([CH2:2][CH2:1][CH3:3])=[CH:10]2. Procedure details: N-(t-Boc)-4-Methoxy-2-methylaniline (1.00 g, 4.2 mmol) was dissolved in THF (15 mL) under an atmosphere of Ar (g). The solution was cooled to −40° C. over 10 minutes and sec-butyllithium (1.4 M in cyclohexane, 6.66 mL) was added slowly to maintain an internal temperature of <−25° C. After reaching 1 equivalent of sec-butyllithium (3.33 mL) the reaction mixture turned a bright yellow signifying the total deprotonation of the amide nitrogen. The reaction mixture was then cooled to −50° C. and a so... The reactants are CCOCc1nc2cnc3cc(OCc4ccccc4)ccc3c2n1CCCCN1CCCS1(=O)=O, ClC(Cl)Cl, ClCCl, [NH4+], [OH-], O=C(OO)c1cccc(Cl)c1, Cc1ccc(S(=O)(=O)Cl)cc1. Yields the product CCOCc1nc2c(N)nc3cc(OCc4ccccc4)ccc3c2n1CCCCN1CCCS1(=O)=O. RXN SMILES: [CH2:1]([c:2]1[cH:3][cH:4][cH:5][cH:6][cH:7]1)[O:8][c:9]1[cH:10][cH:11][c:12]2[c:13]3[c:14]([cH:15][n:16][c:17]2[cH:18]1)[n:19][c:20]([CH2:33][O:34][CH2:35][CH3:36])[n:21]3[CH2:22][CH2:23][CH2:24][CH2:25][N:26]1[S:27](=[O:31])(=[O:32])[CH2:28][CH2:29][CH2:30]1.[CH:61]([Cl:62])([Cl:63])[Cl:64].[Cl:65][CH2:66][Cl:67].[NH4+:48].[OH-:49].[OH:37][O:38][C:39]([c:40]1[cH:41][c:42]([Cl:43])[cH:44][cH:45][cH:46]1)=[O:47].[c:50]1([CH3:51])[cH:52][cH:53][c:54]([S:55]([Cl:56])(=[O:57])=[O:58])[cH:59][cH:60]1>>[CH2:1]([c:2]1[cH:3][cH:4][cH:5][cH:6][cH:7]1)[O:8][c:9]1[cH:10][cH:11][c:12]2[c:13]3[c:14]([c:15]([NH2:48])[n:16][c:17]2[cH:18]1)[n:19][c:20]([CH2:33][O:34][CH2:35][CH3:36])[n:21]3[CH2:22][CH2:23][CH2:24][CH2:25][N:26]1[S:27](=[O:31])(=[O:32])[CH2:28][CH2:29][CH2:30]1. Starting materials: COc1cc(C=C(C)C)cc2c1OC(C)(C)C2, Cc1ccccc1, N, O=S(=O)(O)O, N#Cc1ccc(=O)n(-c2cccc(-c3ccccn3)n2)c1. The product is COc1cc2c(c3c1OC(C)(C)C3)C(c1ccc(=O)n(-c3cccc(-c4ccccn4)n3)c1)=NC(C)(C)C2. RXN SMILES: [CH3:27][O:28][c:29]1[cH:30][c:31]([CH:40]=[C:41]([CH3:42])[CH3:43])[cH:32][c:33]2[c:37]1[O:36][C:35]([CH3:38])([CH3:39])[CH2:34]2.[CH3:45][c:46]1[cH:47][cH:48][cH:49][cH:50][cH:51]1.[NH3:44].[S:22](=[O:23])(=[O:24])([OH:25])[OH:26].[n:1]1[c:2](-[c:16]2[n:17][cH:18][cH:19][cH:20][cH:21]2)[cH:3][cH:4][cH:5][c:6]1-[n:7]1[cH:8][c:9]([C:14]#[N:15])[cH:10][cH:11][c:12]1=[O:13]>>[n:1]1[c:2](-[c:16]2[n:17][cH:18][cH:19][cH:20][cH:21]2)[cH:3][cH:4][cH:5][c:6]1-[n:7]1[cH:8][c:9]([C:14]2=[N:15][C:41]([CH3:42])([CH3:43])[CH2:40][c:31]3[cH:30][c:29]([O:28][CH3:27])[c:37]4[c:33]([c:32]32)[CH2:34][C:35]([CH3:38])([CH3:39])[O:36]4)[cH:10][cH:11][c:12]1=[O:13]. Reactants: BrC(C(=O)Br)C (2-Bromopropionyl bromide), CC1NC(NC2=CC=CC=C12)=O (3,4-dihydro-4-methyl-2(1H)-quinazolinone), [Cl-].[Al+3].[Cl-].[Cl-] (aluminum chloride). Run in C(=S)=S (carbon disulfide). Yields the product BrC(C(=O)C=1C=C2C(NC(NC2=CC1)=O)C)C (6-(2-Bromopropionyl)-3,4-dihydro-4-methyl-2(1H)-quinazolinone). RXN SMILES: [Br:1][CH:2]([CH3:6])[C:3](Br)=[O:4].[CH3:7][CH:8]1[C:17]2[C:12](=[CH:13][CH:14]=[CH:15][CH:16]=2)[NH:11][C:10](=[O:18])[NH:9]1.[Cl-].[Al+3].[Cl-].[Cl-]>C(=S)=S>[Br:1][CH:2]([CH3:6])[C:3]([C:15]1[CH:16]=[C:17]2[C:12](=[CH:13][CH:14]=1)[NH:11][C:10](=[O:18])[NH:9][CH:8]2[CH3:7])=[O:4] |f:2.3.4.5|. Procedure details: 2-Bromopropionyl bromide (16 g) is added dropwise to a mixture of 3,4-dihydro-4-methyl-2(1H)-quinazolinone (6.1 g) and anhydrous aluminum chloride (12.5 g) in carbon disulfide (110 ml). The reaction mixture is refluxed overnight under nitrogen, the carbon disulfide is decanted and the residue treated with hydrochloric acid (6N). The acidic residue is treated with ethyl acetate and the layers separated. The aqueous layer is extracted with ethyl acetate and the combined organic extracts washed wit... The reactants are ( c ), OC(COC1=CC=CC2=C1C(C=C(O2)C(=O)OCC)=O)C (5-(2-hydroxy propoxy)-4-oxo-4H-1-benzopyran-2-carboxylic acid, ethyl ester), N (ammonia). The product is 23.3, OC(COC1=CC=CC2=C1C(C=C(O2)C(=O)N)=O)C (5-(2-hydroxy propoxy)-4-oxo-4H-1-benzopyran-2-carboxamide). As a reaction SMILES: [OH:1][CH:2]([CH3:21])[CH2:3][O:4][C:5]1[C:10]2[C:11](=[O:20])[CH:12]=[C:13]([C:15](OCC)=[O:16])[O:14][C:9]=2[CH:8]=[CH:7][CH:6]=1.[NH3:22]>>[OH:1][CH:2]([CH3:21])[CH2:3][O:4][C:5]1[C:10]2[C:11](=[O:20])[CH:12]=[C:13]([C:15]([NH2:22])=[O:16])[O:14][C:9]=2[CH:8]=[CH:7][CH:6]=1. Reported procedure: By the Method of Example 1 (c) 32 parts of 5-(2-hydroxy propoxy)-4-oxo-4H-1-benzopyran-2-carboxylic acid, ethyl ester were treated with ethanolic ammonia to give 23.3 parts of 5-(2-hydroxy propoxy)-4-oxo-4H-1-benzopyran-2-carboxamide, which crystallised from a mixture of ethanol and chloroform as a white solid, melting point 229°-231° C.